describe an organic reaction: reactants, conditions, products, and yield From a dataset of the Open Reaction Database (ORD), a public repository of structured organic reaction records. Starting materials: O1C(COC2=CC=C(NC(C)=O)C=C2)C1 (4'-(2,3-epoxypropoxy)acetanilide), ClC1=CC=CC(=N1)C(CN(CC(COC1=CC=C(NC(C)=O)C=C1)O)[C@@H](CC1=CC=C(C=C1)OCCOCC)C)O (4'-[(RS)-3-[[(RS)-2-(6-chloro-2-pyridyl)-2-hydroxyethyl][(R)-p-(2-ethoxyethoxy)-α-methylphenethyl]amino]-2-hydroxypropoxy]acetanilide). Solvent: CO (MeOH). The product is ClC1=CC=CC(=N1)C(O)CN[C@@H](CC1=CC=C(C=C1)OCCOCC)C ((RS)-6-chloro-α-[[[(R)-p-(2-ethoxyethoxy)-α-methylphenethyl]amino]methyl]-2-pyridinemethanol). As a reaction SMILES: O1CC1COC1C=CC(NC(=O)C)=CC=1.[Cl:16][C:17]1[N:22]=[C:21]([CH:23]([OH:56])[CH2:24][N:25]([C@H:41]([CH3:55])[CH2:42][C:43]2[CH:48]=[CH:47][C:46]([O:49][CH2:50][CH2:51][O:52][CH2:53][CH3:54])=[CH:45][CH:44]=2)CC(O)COC2C=CC(NC(=O)C)=CC=2)[CH:20]=[CH:19][CH:18]=1>CO>[Cl:16][C:17]1[N:22]=[C:21]([CH:23]([CH2:24][NH:25][C@H:41]([CH3:55])[CH2:42][C:43]2[CH:44]=[CH:45][C:46]([O:49][CH2:50][CH2:51][O:52][CH2:53][CH3:54])=[CH:47][CH:48]=2)[OH:56])[CH:20]=[CH:19][CH:18]=1. Reported procedure: using 4'-(2,3-epoxypropoxy)acetanilide there were obtained from 1.0 g of (RS)-6-chloro-α-[[[(R)-p-(2-ethoxyethoxy)-α-methylphenethyl]amino]methyl]-2-pyridinemethanol (Example 4C) 530 mg of 4'-[(RS)-3-[[(RS)-2-(6-chloro-2-pyridyl)-2-hydroxyethyl][(R)-p-(2-ethoxyethoxy)-α-methylphenethyl]amino]-2-hydroxypropoxy]acetanilide, [α]D20° =-39` (c=0.4 in MeOH), The reactants are CCOC(=O)CCn1ccc2c(C#N)cccc21, O=C([O-])[O-], CCO, Cl, NO, [Na+], [Na+]. The product is CCOC(=O)CCn1ccc2c(C(=N)NO)cccc21. As a reaction SMILES: [C:1](#[N:2])[c:3]1[c:4]2[cH:5][cH:6][n:7]([CH2:12][CH2:13][C:14](=[O:15])[O:16][CH2:17][CH3:18])[c:8]2[cH:9][cH:10][cH:11]1.[C:22](=[O:23])([O-:24])[O-:25].[CH3:28][CH2:29][OH:30].[ClH:21].[NH2:19][OH:20].[Na+:26].[Na+:27]>>[C:1](=[NH:2])([c:3]1[c:4]2[cH:5][cH:6][n:7]([CH2:12][CH2:13][C:14](=[O:15])[O:16][CH2:17][CH3:18])[c:8]2[cH:9][cH:10][cH:11]1)[NH:19][OH:20]. Starting materials: CC(C)(C)OC(=O)N1CCC(c2nc(C3=NOC(c4ccccc4C(=O)OCC4CC4)C3)cs2)CC1, O=Cc1ccccc1-c1cc(-c2csc(C3CCN(C(=O)Cn4nc(C(F)F)cc4C(F)F)CC3)n2)no1. Yields the product O=C(OCC1CC1)c1ccccc1C1CC(c2csc(C3CCN(C(=O)Cn4nc(C(F)F)cc4C(F)F)CC3)n2)=NO1. As a reaction SMILES: [CH:1]1([CH2:4][O:5][C:6](=[O:7])[c:8]2[c:9]([CH:14]3[CH2:15][C:16]([c:19]4[n:20][c:21]([CH:24]5[CH2:25][CH2:26][N:27]([C:30]([O:32][C:31]([CH3:33])([CH3:34])[CH3:35])=[O:36])[CH2:28][CH2:29]5)[s:22][cH:23]4)=[N:17][O:18]3)[cH:10][cH:11][cH:12][cH:13]2)[CH2:2][CH2:3]1.[F:37][CH:38]([c:39]1[n:40][n:41]([CH2:47][C:48]([N:49]2[CH2:50][CH2:51][CH:52]([c:53]3[s:54][cH:55][c:56](-[c:57]4[cH:58][c:59](-[c:60]5[cH:61][cH:62][cH:63][cH:64][c:65]5[CH:66]=[O:67])[o:68][n:69]4)[n:70]3)[CH2:71][CH2:72]2)=[O:73])[c:42]([CH:44]([F:45])[F:46])[cH:43]1)[F:74]>>[CH:1]1([CH2:4][O:5][C:6](=[O:7])[c:8]2[c:9]([CH:14]3[CH2:15][C:16]([c:19]4[n:20][c:21]([CH:24]5[CH2:25][CH2:26][N:27]([C:30](=[O:32])[CH2:47][n:41]6[n:40][c:39]([CH:38]([F:37])[F:74])[cH:43][c:42]6[CH:44]([F:45])[F:46])[CH2:28][CH2:29]5)[s:22][cH:23]4)=[N:17][O:18]3)[cH:10][cH:11][cH:12][cH:13]2)[CH2:2][CH2:3]1. Starting materials: CCOC(=O)C1CCN(S(=O)(=O)c2ccc(C#N)cc2)CC1, CCO, N, C1CCOC1. Yields the product CCOC(=O)C1CCN(S(=O)(=O)c2ccc(CN)cc2)CC1. As a reaction SMILES: [CH2:1]([CH3:2])[O:3][C:4](=[O:5])[CH:6]1[CH2:7][CH2:8][N:9]([S:12](=[O:13])(=[O:14])[c:15]2[cH:16][cH:17][c:18]([C:21]#[N:22])[cH:19][cH:20]2)[CH2:10][CH2:11]1.[CH3:24][CH2:25][OH:26].[NH3:23].[O:27]1[CH2:28][CH2:29][CH2:30][CH2:31]1>>[CH2:1]([CH3:2])[O:3][C:4](=[O:5])[CH:6]1[CH2:7][CH2:8][N:9]([S:12](=[O:13])(=[O:14])[c:15]2[cH:16][cH:17][c:18]([CH2:21][NH2:22])[cH:19][cH:20]2)[CH2:10][CH2:11]1.